From a dataset of the Open Reaction Database (ORD), a public repository of structured organic reaction records. describe an organic reaction: reactants, conditions, products, and yield Reactants: [N+](=O)([O-])C (Nitromethane), CN(C=1C=C(C=O)C=C(C1)C(F)(F)F)C (3-dimethylamino-5-trifluoromethyl-benzaldehyde), C(C)(=O)[O-].[NH4+] (ammonium acetate). Solvent: C(C)(=O)O (acetic acid). Run at temperature 110 celsius. Product: CN(C1=CC(=CC(=C1)C(F)(F)F)C=C[N+](=O)[O-])C (Dimethyl-[3-(2-nitro-vinyl)-5-trifluoromethyl-phenyl]-amine). The yield is 36.8%. RXN SMILES: [N+:1]([CH3:4])([O-:3])=[O:2].[CH3:5][N:6]([CH3:19])[C:7]1[CH:8]=[C:9]([CH:12]=[C:13]([C:15]([F:18])([F:17])[F:16])[CH:14]=1)[CH:10]=O.C([O-])(=O)C.[NH4+]>C(O)(=O)C>[CH3:5][N:6]([CH3:19])[C:7]1[CH:14]=[C:13]([C:15]([F:16])([F:17])[F:18])[CH:12]=[C:9]([CH:10]=[CH:4][N+:1]([O-:3])=[O:2])[CH:8]=1 |f:2.3|. Procedure details: Nitromethane (0.473 g) is added to a solution of 3-dimethylamino-5-trifluoromethyl-benzaldehyde (0.885 g) and ammonium acetate (0.339 g) in acetic acid (3.4 mL) and the solution is heated at 110° C. for 6 hours. The reaction mixture is cooled to 0° C. and a solid forms which is filtered and washed with 1:1 water-acetic acid. This solid is recrystallized from ethanol to provide the desired product as a red solid (0.39 g). Run at temperature 20 celsius, time 72 hour. The reactants are FC(C(=O)O)(F)F.COC=1C=C2C(=CN(C2=CC1OC)CCCN1CCN(CC1)CCO)C1=CC=2C(=NC=CC2)N1S(=O)(=O)C1=CC=C(C=C1)C (2-[4-(3-{5,6-dimethoxy-3-[1-(toluene-4-sulfonyl)-1H-pyrrolo[2,3-b]pyridin-2-yl]indol-1-yl}propyl)piperazin-1-yl]ethanol trifluoroacetate), [OH-].[K+] (potassium hydroxide). The yield is 73.0%. RXN SMILES: [F:1][C:2]([F:7])([F:6])[C:3]([OH:5])=[O:4].[CH3:8][O:9][C:10]1[CH:11]=[C:12]2[C:16](=[CH:17][C:18]=1[O:19][CH3:20])[N:15]([CH2:21][CH2:22][CH2:23][N:24]1[CH2:29][CH2:28][N:27]([CH2:30][CH2:31][OH:32])[CH2:26][CH2:25]1)[CH:14]=[C:13]2[C:33]1[N:41](S(C2C=CC(C)=CC=2)(=O)=O)[C:36]2=[N:37][CH:38]=[CH:39][CH:40]=[C:35]2[CH:34]=1.[OH-].[K+]>>[F:1][C:2]([F:7])([F:6])[C:3]([OH:5])=[O:4].[CH3:8][O:9][C:10]1[CH:11]=[C:12]2[C:16](=[CH:17][C:18]=1[O:19][CH3:20])[N:15]([CH2:21][CH2:22][CH2:23][N:24]1[CH2:29][CH2:28][N:27]([CH2:30][CH2:31][OH:32])[CH2:26][CH2:25]1)[CH:14]=[C:13]2[C:33]1[NH:41][C:36]2=[N:37][CH:38]=[CH:39][CH:40]=[C:35]2[CH:34]=1 |f:0.1,2.3,4.5|. Procedure: A solution of 2-[4-(3-{5,6-dimethoxy-3-[1-(toluene-4-sulfonyl)-1H-pyrrolo[2,3-b]pyridin-2-yl]indol-1-yl}propyl)piperazin-1-yl]ethanol trifluoroacetate (0.038 g; 52.2 μmol) in a methanolic potassium hydroxide solution (3 ml, 0.1 g of potassium hydroxide per ml of methanol) is placed in a hemolysis tube (1.3×10 cm) and is agitated at 20° C. for 72 hours. The solid form is filtered off and then purified by reverse-phase liquid chromatography mass spectrometry (method E). The fractions containing th... The product is FC(C(=O)O)(F)F.COC=1C=C2C(=CN(C2=CC1OC)CCCN1CCN(CC1)CCO)C1=CC=2C(=NC=CC2)N1 (2-(4-{3-[5,6-dimethoxy-3-(1H-pyrrolo[2,3-b]pyridin-2-yl)indol-1-yl]propyl}piperazin-1-yl)ethanol trifluoroacetate). Starting materials: CCOC(C)=O, CC(O)(CN1CCN(C(=O)OC(C)(C)C)CC1)Cn1cc([N+](=O)[O-])nc1Cl, [H-], [Na+], CN(C)C=O, O. The product is CC(C)(C)OC(=O)N1CCN(CC2(C)Cn3cc([N+](=O)[O-])nc3O2)CC1. As a reaction SMILES: [CH3:30][CH2:31][O:32][C:33](=[O:34])[CH3:35].[Cl:1][c:2]1[n:3]([CH2:10][C:11]([CH2:12][N:13]2[CH2:14][CH2:15][N:16]([C:19](=[O:20])[O:21][C:22]([CH3:23])([CH3:24])[CH3:25])[CH2:17][CH2:18]2)([CH3:26])[OH:27])[cH:4][c:5]([N+:7](=[O:8])[O-:9])[n:6]1.[H-:28].[Na+:29].[O:37]=[CH:38][N:39]([CH3:40])[CH3:41].[OH2:36]>>[c:2]12[n:3]([cH:4][c:5]([N+:7](=[O:8])[O-:9])[n:6]1)[CH2:10][C:11]([CH2:12][N:13]1[CH2:14][CH2:15][N:16]([C:19](=[O:20])[O:21][C:22]([CH3:23])([CH3:24])[CH3:25])[CH2:17][CH2:18]1)([CH3:26])[O:27]2. The reactants are FC=1C(=C(C=CC1)N)OC (3-Fluoro-2-methoxyphenylamine), Br (Hydrobromic acid), FC=1C(=C(C=CC1)N)OC (3-fluoro-2-methoxyphenylamine), Br (hydrobromic acid), cuprous bromide, Br (hydrobromic acid), N(=O)[O-].[Na+] (sodium nitrite). Run in O (water). Reaction conditions: temperature 0 celsius, time 10 minute. Product: BrC1=C(C(=CC=C1)F)OC (1-bromo-3-fluoro-2-methoxybenzene). RXN SMILES: [F:1][C:2]1[C:3]([O:9][CH3:10])=[C:4](N)[CH:5]=[CH:6][CH:7]=1.N([O-])=O.[Na+].[BrH:15]>O>[Br:15][C:4]1[CH:5]=[CH:6][CH:7]=[C:2]([F:1])[C:3]=1[O:9][CH3:10] |f:1.2|. Procedure: Hydrobromic acid (48% in water, 140 mL) is added slowly to an aliquot of 11 (14.33 g, 101.5 mmol) cooled to 0° C. The resulting solid is broken up with a glass rod and stirred vigorously at 0° C. for 10 min. A solution of sodium nitrite (7.40 g, 107.2 mmol) in water (50 mL) is added slowly (˜1.5 h) to the stirred slurry containing 3-fluoro-2-methoxyphenylamine and hydrobromic acid, maintaining the temperature of the reaction mixture below 5° C. A purple solution of cuprous bromide (9.62 g, 67.1 ... The product is CC=CCSc1ccccc1O. RXN SMILES: [CH2:9]([CH:10]=[CH:11][CH3:12])[Br:13].[SH:1][c:2]1[c:3]([OH:8])[cH:4][cH:5][cH:6][cH:7]1>>[S:1]([c:2]1[c:3]([OH:8])[cH:4][cH:5][cH:6][cH:7]1)[CH2:9][CH:10]=[CH:11][CH3:12]. Starting materials: CC=CCBr, Oc1ccccc1S. Starting materials: BrC=1C=NC(=NC1)Cl (5-bromo-2-chloropyrimidine), C[S-].[Na+] (sodium methanethiolate). Run in CCO (EtOH). Conditions: time 8 hour. The product is BrC=1C=NC(=NC1)SC (5-Bromo-2-(methylthio)pyrimidine). The yield is 103.2%. Reaction SMILES: [Br:1][C:2]1[CH:3]=[N:4][C:5](Cl)=[N:6][CH:7]=1.[CH3:9][S-:10].[Na+]>CCO>[Br:1][C:2]1[CH:3]=[N:4][C:5]([S:10][CH3:9])=[N:6][CH:7]=1 |f:1.2|. Procedure details: The subtitle compound was prepared following a method by Takahashi et al., Chem. Pharm. Bull., 1958, 6, 334-337. To a solution of 5-bromo-2-chloropyrimidine (1.0 g, 5.2 mmol) in EtOH was added sodium methanethiolate (0.36 g, 5.2 mmol) at room temperature and the reaction mixture was stirred overnight. The mixture was partitioned between EtOAc (15 mL) and water (10 mL). The aqueous layer was extracted twice with EtOAc and washed with brine. The combined organic layers were dried and concentrated ... Starting materials: C(C)(=O)C1=NC(=CC=C1)Br (2-Acetyl-6-Bromopyridine), BrBr (bromine), N1=CC=CC=C1 (pyridine). Solvent: C(Cl)(Cl)Cl (CHCl3), O1CCCC1 (tetrahydrofuran). Yields the product [Br-].BrC1=CC=CC(=N1)C(C[N+]1=CC=CC=C1)=O (1-[2-(6-Bromo-2-pyridinyl)-2-oxoethyl]-pyridinium bromide). Isolated yield 73.0%. Reaction SMILES: [C:1]([C:4]1[CH:9]=[CH:8][CH:7]=[C:6]([Br:10])[N:5]=1)(=[O:3])[CH3:2].BrBr.[N:13]1[CH:18]=[CH:17][CH:16]=[CH:15][CH:14]=1>C(Cl)(Cl)Cl.O1CCCC1>[Br-:10].[Br:10][C:6]1[N:5]=[C:4]([C:1](=[O:3])[CH2:2][N+:13]2[CH:18]=[CH:17][CH:16]=[CH:15][CH:14]=2)[CH:9]=[CH:8][CH:7]=1 |f:5.6|. Reported procedure: 2-Acetyl-6-bromopyridine from example 1 (20.0 g, 100 mmol) was treated with bromine (6.2 mL, 0.12 mol) at reflux in 200 mL of CHCl3 for 45 min. The solution was cooled to room temperature then washed with dilute aqueous NaHCO3 /Na2S2O3. The organic phase was dried over Na2SO4, filtered, and evaporated to give an oil. The oil was dissolved in 200 mL of tetrahydrofuran (THF) and 30 mL of pyridine was added. The resulting solution was refluxed for 30 min. The mixture was cooled and filtered to give... Reactants: CCCC[O-], CCOC(C)=O, CN(C)C=O, CC(=O)Nc1nc(C=O)cs1, [K+], O=[N+]([O-])c1ccc(CBr)cc1, O, c1ccc(P(c2ccccc2)c2ccccc2)cc1. Product: CC(=O)Nc1nc(C=Cc2ccc([N+](=O)[O-])cc2)cs1. Reaction SMILES: [CH3:31][CH2:32][CH2:33][CH2:34][O-:35].[CH3:49][CH2:50][O:51][C:52](=[O:53])[CH3:54].[CH3:55][N:56]([CH3:57])[CH:58]=[O:59].[CH:37](=[O:38])[c:39]1[n:40][c:41]([NH:44][C:45]([CH3:46])=[O:47])[s:42][cH:43]1.[K+:36].[O-:1][N+:2](=[O:3])[c:4]1[cH:5][cH:6][c:7]([CH2:8][Br:9])[cH:10][cH:11]1.[OH2:48].[c:12]1([P:13]([c:14]2[cH:15][cH:16][cH:17][cH:18][cH:19]2)[c:20]2[cH:21][cH:22][cH:23][cH:24][cH:25]2)[cH:26][cH:27][cH:28][cH:29][cH:30]1>>[O-:1][N+:2](=[O:3])[c:4]1[cH:5][cH:6][c:7]([CH:8]=[CH:37][c:39]2[n:40][c:41]([NH:44][C:45]([CH3:46])=[O:47])[s:42][cH:43]2)[cH:10][cH:11]1. Product: Cc1nnc(COc2cccc3c2CN(C2CCC(=O)NC2=O)C3=O)o1. As a reaction SMILES: [CH2:35]1[O:36][CH2:37][CH2:38][CH2:39]1.[CH3:29][C:30]([CH3:31])([O-:32])[CH3:33].[K+:34].[NH2:1][C:2]([CH:3]([CH2:4][CH2:5][C:6](=[O:7])[O:8][CH3:9])[N:10]1[C:11](=[O:27])[c:12]2[cH:13][cH:14][cH:15][c:16]([O:19][CH2:20][c:21]3[o:22][c:23]([CH3:26])[n:24][n:25]3)[c:17]2[CH2:18]1)=[O:28]>>[NH:1]1[C:2](=[O:28])[CH:3]([N:10]2[C:11](=[O:27])[c:12]3[cH:13][cH:14][cH:15][c:16]([O:19][CH2:20][c:21]4[o:22][c:23]([CH3:26])[n:24][n:25]4)[c:17]3[CH2:18]2)[CH2:4][CH2:5][C:6]1=[O:7]. Starting materials: C1CCOC1, CC(C)(C)[O-], [K+], COC(=O)CCC(C(N)=O)N1Cc2c(OCc3nnc(C)o3)cccc2C1=O.